From a dataset of the Open Reaction Database (ORD), a public repository of structured organic reaction records. describe an organic reaction: reactants, conditions, products, and yield Reactants: COCCOCCOC, C1CC2CCC1CNC2, CC(C)(C)C(C)(C)Nc1nc(Cl)nc(NC(C)(C)C(C)(C)C)n1. Yields the product CC(C)(C)C(C)(C)Nc1nc(NC(C)(C)C(C)(C)C)nc(N2CC3CCC(CC3)C2)n1. As a reaction SMILES: [CH3:33][O:34][CH2:35][CH2:36][O:37][CH2:38][CH2:39][O:40][CH3:41].[CH:24]12[CH2:25][NH:26][CH2:27][CH:28]([CH2:29][CH2:30]1)[CH2:31][CH2:32]2.[Cl:1][c:2]1[n:3][c:4]([NH:16][C:17]([C:18]([CH3:19])([CH3:20])[CH3:21])([CH3:22])[CH3:23])[n:5][c:6]([NH:8][C:9]([C:10]([CH3:11])([CH3:12])[CH3:13])([CH3:14])[CH3:15])[n:7]1>>[c:2]1([N:26]2[CH2:25][CH:24]3[CH2:30][CH2:29][CH:28]([CH2:27]2)[CH2:31][CH2:32]3)[n:3][c:4]([NH:16][C:17]([C:18]([CH3:19])([CH3:20])[CH3:21])([CH3:22])[CH3:23])[n:5][c:6]([NH:8][C:9]([C:10]([CH3:11])([CH3:12])[CH3:13])([CH3:14])[CH3:15])[n:7]1. The reactants are Cc1ccc(C)c2c1NS(=O)(=O)c1ccccc1-2, Cl, Cc1ccc(S(=O)(=O)Cl)cc1, c1ccncc1. The product is Cc1ccc(S(=O)(=O)N2c3c(C)ccc(C)c3-c3ccccc3S2(=O)=O)cc1. As a reaction SMILES: [CH3:1][c:2]1[cH:3][cH:4][c:5]([CH3:18])[c:6]2[c:15]1[NH:14][S:13](=[O:16])(=[O:17])[c:12]1[c:7]-2[cH:8][cH:9][cH:10][cH:11]1.[ClH:30].[c:19]1([CH3:29])[cH:20][cH:21][c:22]([S:25](=[O:26])(=[O:27])[Cl:28])[cH:23][cH:24]1.[cH:31]1[cH:32][cH:33][n:34][cH:35][cH:36]1>>[CH3:1][c:2]1[cH:3][cH:4][c:5]([CH3:18])[c:6]2[c:15]1[N:14]([S:25]([c:22]1[cH:21][cH:20][c:19]([CH3:29])[cH:24][cH:23]1)(=[O:26])=[O:27])[S:13](=[O:16])(=[O:17])[c:12]1[c:7]-2[cH:8][cH:9][cH:10][cH:11]1. Reported procedure: preferred method of synthesis of N-(4′-nitrobenzoyl)-11-(2′-chlorophenyl)-5,6-dihydro-1H-dibenz[b,e]azepine (Compound 28) is as follows: A mixture of 0.2 g (0.00065 mole) of 11-(2′-chlorophenyl)-5,6-dihydro-11H-dibenz[b,e]azepine, 0.179 g (0.0013 mole) of potassium carbonate and 0.133 g (0.00072 mole) of 4-nitrobenzoyl chloride in 10 mL of acetonitrile, was stirred at room temperature for 12 hours. The mixture was stirred with 15 mL of water for 10 minutes. The reaction mixture was extracted wit... The reactants are [N+](=O)([O-])C1=CC=C(C(=O)N2C=3C(=C(C4=C(C2)C=CC=C4)C4=C(C=CC=C4)Cl)CC=CC3)C=C1 (N-(4′-nitrobenzoyl)-11-(2′-chlorophenyl)-5,6-dihydro-1H-dibenz[b,e]azepine), [N+](=O)([O-])C1=CC=C(C(=O)N2C=3C(=C(C4=C(C2)C=CC=C4)C4=C(C=CC=C4)Cl)CC=CC3)C=C1 (N-(4′-nitrobenzoyl)-11-(2′-chlorophenyl)-5,6-dihydro-1H-dibenz[b,e]azepine), ClC1=C(C=CC=C1)C1C2=C(NCC3=C1C=CC=C3)C=CC=C2 (11-(2′-chlorophenyl)-5,6-dihydro-11H-dibenz[b,e]azepine), C([O-])([O-])=O.[K+].[K+] (potassium carbonate), [N+](=O)([O-])C1=CC=C(C(=O)Cl)C=C1 (4-nitrobenzoyl chloride). The solvent is O (water), C(C)#N (acetonitrile). Conditions: time 12 hour. RXN SMILES: [N+:1]([C:4]1[CH:33]=[CH:32][C:7]([C:8]([N:10]2[CH2:16][C:15]3[CH:17]=[CH:18][CH:19]=[CH:20][C:14]=3[C:13]([C:21]3[CH:26]=[CH:25][CH:24]=[CH:23][C:22]=3[Cl:27])=[C:12]3[CH2:28][CH:29]=[CH:30][CH:31]=[C:11]23)=[O:9])=[CH:6][CH:5]=1)([O-:3])=[O:2].ClC1C=CC=CC=1C1C2C=CC=CC=2CNC2C=CC=CC1=2.C(=O)([O-])[O-].[K+].[K+].[N+](C1C=CC(C(Cl)=O)=CC=1)([O-])=O>C(#N)C.O>[N+:1]([C:4]1[CH:5]=[CH:6][C:7]([C:8]([N:10]2[CH2:16][C:15]3[CH:17]=[CH:18][CH:19]=[CH:20][C:14]=3[CH:13]([C:21]3[CH:26]=[CH:25][CH:24]=[CH:23][C:22]=3[Cl:27])[C:12]3[CH:28]=[CH:29][CH:30]=[CH:31][C:11]2=3)=[O:9])=[CH:32][CH:33]=1)([O-:3])=[O:2] |f:2.3.4|. Yields the product [N+](=O)([O-])C1=CC=C(C(=O)N2C3=C(C(C4=C(C2)C=CC=C4)C4=C(C=CC=C4)Cl)C=CC=C3)C=C1 (N-(4′-Nitrobenzoyl)-11-(2′-chlorophenyl)-5,6-dihydro-11H-dibenz[b,e]azepine). Isolated yield 50.0%.